This data is from the Open Reaction Database (ORD), a public repository of structured organic reaction records. The task is: describe an organic reaction: reactants, conditions, products, and yield Reactants: CC(C)(C)C=1C=C(OCC(=O)OCC)C=C(C1O)C(C)(C)C (ethyl [3,5-bis(1,1-dimethylethyl)-4-hydroxyphenoxy]acetate), O.NN (hydrazine monohydrate), O (water). Solvent: C(C)O (ethanol). Reaction SMILES: [CH3:1][C:2]([C:5]1[CH:6]=[C:7]([CH:15]=[C:16]([C:19]([CH3:22])([CH3:21])[CH3:20])[C:17]=1[OH:18])[O:8][CH2:9][C:10](OCC)=[O:11])([CH3:4])[CH3:3].O.[NH2:24][NH2:25].O>C(O)C>[CH3:1][C:2]([C:5]1[CH:6]=[C:7]([CH:15]=[C:16]([C:19]([CH3:22])([CH3:21])[CH3:20])[C:17]=1[OH:18])[O:8][CH2:9][C:10]([NH:24][NH2:25])=[O:11])([CH3:4])[CH3:3] |f:1.2|. Product: CC(C)(C)C=1C=C(OCC(=O)NN)C=C(C1O)C(C)(C)C ([3,5-bis(1,1-dimethylethyl)-4-hydroxyphenoxy]-acetic acid hydrazide). The yield is 88.1%. Reported procedure: A solution of ethyl [3,5-bis(1,1-dimethylethyl)-4-hydroxyphenoxy]acetate (2.5 g, 8.1 mmol) and hydrazine monohydrate (1.2 mL, 24.3 mmol) in ethanol (40 mL) is heated at 65°-75° C. for 8 hours. The reaction mixture is cooled and poured into 500 mL of water. The solids are filtered and washed twice with water. The white solid is dried overnight at 50° C. in vacuo to give 2.1 g (87%) of [3,5-bis(1,1-dimethylethyl)-4-hydroxyphenoxy]-acetic acid hydrazide; mp 141.0°-142.5° C.